Dataset: the Open Reaction Database (ORD), a public repository of structured organic reaction records. Task: describe an organic reaction: reactants, conditions, products, and yield Starting materials: CN(C)c1ccc2c(=O)n(-c3cccc(Br)c3)ccc2c1, Cn1cc(B2OC(C)(C)C(C)(C)O2)cc(Nc2ccc(C(=O)N3CCOCC3)cn2)c1=O, [K+], [K+], [K+], O=P([O-])([O-])[O-]. The product is CN(C)c1ccc2c(=O)n(-c3cccc(-c4cc(Nc5ccc(C(=O)N6CCOCC6)cn5)c(=O)n(C)c4)c3)ccc2c1. As a reaction SMILES: [Br:33][c:34]1[cH:35][c:36](-[n:40]2[c:41](=[O:53])[c:42]3[cH:43][cH:44][c:45]([N:50]([CH3:51])[CH3:52])[cH:46][c:47]3[cH:48][cH:49]2)[cH:37][cH:38][cH:39]1.[CH3:1][n:2]1[c:3](=[O:32])[c:4]([NH:17][c:18]2[n:19][cH:20][c:21]([C:24](=[O:25])[N:26]3[CH2:27][CH2:28][O:29][CH2:30][CH2:31]3)[cH:22][cH:23]2)[cH:5][c:6]([B:8]2[O:9][C:10]([CH3:11])([CH3:12])[C:13]([CH3:14])([CH3:15])[O:16]2)[cH:7]1.[K+:59].[K+:60].[K+:61].[P:54]([O-:55])([O-:56])([O-:57])=[O:58]>>[CH3:1][n:2]1[c:3](=[O:32])[c:4]([NH:17][c:18]2[n:19][cH:20][c:21]([C:24](=[O:25])[N:26]3[CH2:27][CH2:28][O:29][CH2:30][CH2:31]3)[cH:22][cH:23]2)[cH:5][c:6](-[c:34]2[cH:35][c:36](-[n:40]3[c:41](=[O:53])[c:42]4[cH:43][cH:44][c:45]([N:50]([CH3:51])[CH3:52])[cH:46][c:47]4[cH:48][cH:49]3)[cH:37][cH:38][cH:39]2)[cH:7]1. Reactants: O=C(CCl)c1ccccc1, Cl, O. Yields the product OC(CCl)c1ccccc1. As a reaction SMILES: [CH2:1]([C:2](=[O:3])[c:4]1[cH:5][cH:6][cH:7][cH:8][cH:9]1)[Cl:10].[ClH:11].[OH2:12]>>[CH2:1]([CH:2]([OH:3])[c:4]1[cH:5][cH:6][cH:7][cH:8][cH:9]1)[Cl:10]. Reactants: COC(=O)c1cc(C(C)(C)C)ccc1C1CC1C(=O)OCc1ccccc1, CO. The product is COC(=O)c1cc(C(C)(C)C)ccc1C1CC1C(=O)O. As a reaction SMILES: [C:1]([CH3:2])([CH3:3])([CH3:4])[c:5]1[cH:6][cH:7][c:8]([CH:15]2[CH:16]([C:18](=[O:19])[O:20][CH2:21][c:22]3[cH:23][cH:24][cH:25][cH:26][cH:27]3)[CH2:17]2)[c:9]([C:10](=[O:11])[O:12][CH3:13])[cH:14]1.[CH3:28][OH:29]>>[C:1]([CH3:2])([CH3:3])([CH3:4])[c:5]1[cH:6][cH:7][c:8]([CH:15]2[CH:16]([C:18](=[O:19])[OH:20])[CH2:17]2)[c:9]([C:10](=[O:11])[O:12][CH3:13])[cH:14]1.